From a dataset of the Open Reaction Database (ORD), a public repository of structured organic reaction records. describe an organic reaction: reactants, conditions, products, and yield Starting materials: CS(C)=O, N#Cc1c(F)cccc1F, O, c1nc[nH]n1. Yields the product N#Cc1c(F)cccc1-n1cncn1. As a reaction SMILES: [CH3:16][S:17]([CH3:18])=[O:19].[F:1][c:2]1[c:3]([C:4]#[N:5])[c:6]([F:10])[cH:7][cH:8][cH:9]1.[OH2:20].[nH:11]1[n:12][cH:13][n:14][cH:15]1>>[F:1][c:2]1[c:3]([C:4]#[N:5])[c:6](-[n:11]2[n:12][cH:13][n:14][cH:15]2)[cH:7][cH:8][cH:9]1. Reactants: N#N (N2), BrC1=C(C=C(C(=O)N(C)C)C=C1)C (4-bromo-3,N,N-trimethyl-benzamide), C(=C)[B-](F)(F)F.[K+] (potassium vinyltrifluoroborate), C1=CC=C(C=C1)P(C2=CC=CC=C2)C3=CC=CC=C3 (PPh3), C(=O)([O-])[O-].[Cs+].[Cs+] (Cs2CO3). The reagents and catalysts are Cl[Pd]Cl (PdCl2). The solvent is C1CCOC1 (THF), O (H2O). Yields the product CC=1C=C(C(=O)N(C)C)C=CC1C=C (3,N,N-trimethyl-4-vinyl-benzamide). Isolated yield 90.5%. Reaction SMILES: Br[C:2]1[CH:12]=[CH:11][C:5]([C:6]([N:8]([CH3:10])[CH3:9])=[O:7])=[CH:4][C:3]=1[CH3:13].[CH:14]([B-](F)(F)F)=[CH2:15].[K+].C1C=CC(P(C2C=CC=CC=2)C2C=CC=CC=2)=CC=1.C([O-])([O-])=O.[Cs+].[Cs+].N#N>C1COCC1.Cl[Pd]Cl.O>[CH3:13][C:3]1[CH:4]=[C:5]([CH:11]=[CH:12][C:2]=1[CH:14]=[CH2:15])[C:6]([N:8]([CH3:10])[CH3:9])=[O:7] |f:1.2,4.5.6|. Reported procedure: A mixture of 4-bromo-3,N,N-trimethyl-benzamide (798 mg, 3.30 mmol), potassium vinyltrifluoroborate (579 mg, 4.32 mmol), PdCl2 (59.0 mg, 0.333 mmol), PPh3 (265 mg, 1.01 mmol) and Cs2CO3 (3.22 g, 9.90 mmol) in THF (6.5 ml)-H2O (0.65 ml) was heated with stirring at 85° C. for 21 hours in a sealed test tube in an N2 atmosphere. The reaction mixture was cooled to room temperature and then extracted with ether. The organic layer was washed with water, and then dried over MgSO4 and concentrated under r...